From a dataset of the Open Reaction Database (ORD), a public repository of structured organic reaction records. describe an organic reaction: reactants, conditions, products, and yield Reactants: O=[N+]([O-])c1cc(Br)ccc1Br, CCOC(=O)CC(=O)OCC, Cl, [H-], [Na+], CN(C)C=O. Yields the product CCOC(=O)C(C(=O)OCC)c1ccc(Br)cc1[N+](=O)[O-]. Reaction SMILES: [Br:1][c:2]1[c:3]([N+:9](=[O:10])[O-:11])[cH:4][c:5]([Br:8])[cH:6][cH:7]1.[C:14]([CH2:15][C:16](=[O:17])[O:18][CH2:19][CH3:20])(=[O:21])[O:22][CH2:23][CH3:24].[ClH:25].[H-:12].[Na+:13].[O:26]=[CH:27][N:28]([CH3:29])[CH3:30]>>[c:2]1([CH:15]([C:14](=[O:21])[O:22][CH2:23][CH3:24])[C:16](=[O:17])[O:18][CH2:19][CH3:20])[c:3]([N+:9](=[O:10])[O-:11])[cH:4][c:5]([Br:8])[cH:6][cH:7]1.